From a dataset of the Open Reaction Database (ORD), a public repository of structured organic reaction records. describe an organic reaction: reactants, conditions, products, and yield Starting materials: O=C1CCC(=O)N1Br, ClC(Cl)(Cl)Cl, CC(C)(C#N)N=NC(C)(C)C#N, COC(=O)c1cc2ccc(C(O)(c3cn(C(c4ccccc4)(c4ccccc4)c4ccccc4)cn3)C(C)C)cc2cc1C. Product: COC(=O)c1cc2ccc(C(O)(c3cn(C(c4ccccc4)(c4ccccc4)c4ccccc4)cn3)C(C)C)cc2cc1CBr. Reaction SMILES: [Br:45][N:46]1[C:47](=[O:48])[CH2:49][CH2:50][C:51]1=[O:52].[C:65]([Cl:66])([Cl:67])([Cl:68])[Cl:69].[N:53]([C:54]([CH3:55])([CH3:56])[C:57]#[N:58])=[N:59][C:60]([CH3:61])([CH3:62])[C:63]#[N:64].[OH:1][C:2]([CH:3]([CH3:4])[CH3:5])([c:6]1[n:7][cH:8][n:9]([C:11]([c:12]2[cH:13][cH:14][cH:15][cH:16][cH:17]2)([c:18]2[cH:19][cH:20][cH:21][cH:22][cH:23]2)[c:24]2[cH:25][cH:26][cH:27][cH:28][cH:29]2)[cH:10]1)[c:30]1[cH:31][c:32]2[cH:33][c:34]([CH3:44])[c:35]([C:40](=[O:41])[O:42][CH3:43])[cH:36][c:37]2[cH:38][cH:39]1>>[OH:1][C:2]([CH:3]([CH3:4])[CH3:5])([c:6]1[n:7][cH:8][n:9]([C:11]([c:12]2[cH:13][cH:14][cH:15][cH:16][cH:17]2)([c:18]2[cH:19][cH:20][cH:21][cH:22][cH:23]2)[c:24]2[cH:25][cH:26][cH:27][cH:28][cH:29]2)[cH:10]1)[c:30]1[cH:31][c:32]2[cH:33][c:34]([CH2:44][Br:45])[c:35]([C:40](=[O:41])[O:42][CH3:43])[cH:36][c:37]2[cH:38][cH:39]1. Starting materials: Cl.COC(CN1C(C(CN(C2=C1C=CC=C2)C(CCC2=CC=CC=C2)=O)N)=O)=O (2-oxo-3-amino-5-(3-phenylpropionyl)-2,3,4,5-tetrahydro-1H-1,5-benzodiazepine-1-acetic acid methyl ester hydrochloride), C(C1=CC=CC=C1)=O (benzaldehyde), C(C)(=O)[O-].[Na+] (sodium acetate), 4A, [BH3-]C#N.[Na+] (NaCNBH3), Cl (HCl). The solvent is CO (methanol), CCOC(=O)C.C(Cl)Cl (EtOAc CH2Cl2). Run at time 3.5 hour. Yields the product COC(CN1C(C(CN(C2=C1C=CC=C2)C(CCC2=CC=CC=C2)=O)NCC2=CC=CC=C2)=O)=O (2-Oxo-3-benzylamino-5-(3-phenylpropionyl) -2,3,4,5-tetrahydro-1H-1,5-benzodiazepine-1-acetic acid methyl ester). Isolated yield 39.6%. As a reaction SMILES: Cl.[CH3:2][O:3][C:4](=[O:29])[CH2:5][N:6]1[C:12]2[CH:13]=[CH:14][CH:15]=[CH:16][C:11]=2[N:10]([C:17](=[O:26])[CH2:18][CH2:19][C:20]2[CH:25]=[CH:24][CH:23]=[CH:22][CH:21]=2)[CH2:9][CH:8]([NH2:27])[C:7]1=[O:28].[CH:30](=O)[C:31]1[CH:36]=[CH:35][CH:34]=[CH:33][CH:32]=1.C([O-])(=O)C.[Na+].[BH3-]C#N.[Na+].Cl>CO.CCOC(C)=O.C(Cl)Cl>[CH3:2][O:3][C:4](=[O:29])[CH2:5][N:6]1[C:12]2[CH:13]=[CH:14][CH:15]=[CH:16][C:11]=2[N:10]([C:17](=[O:26])[CH2:18][CH2:19][C:20]2[CH:25]=[CH:24][CH:23]=[CH:22][CH:21]=2)[CH2:9][CH:8]([NH:27][CH2:30][C:31]2[CH:36]=[CH:35][CH:34]=[CH:33][CH:32]=2)[C:7]1=[O:28] |f:0.1,3.4,5.6,9.10|. Procedure details: A solution of (3S) 2-oxo-3-amino-5-(3-phenylpropionyl)-2,3,4,5-tetrahydro-1H-1,5-benzodiazepine-1-acetic acid methyl ester hydrochloride (560 mg, 1.34 mmol), benzaldehyde (146 mg, 1.34 mmol) and sodium acetate (220 mg, 2.68 mmol) in methanol (20 ml) was treated with 4A sieves (2 g) and NaCNBH3 (168 mg, 2.68 mmol). The reaction was stirred For 2-5 h, acidified with 10% aq. HCl to pH 2 and washed with Et2O (2×75 ml). The organic layers were concentrated in vacuo to give an oil. Chromatography (fla... RXN SMILES: [CH2:1]([Mg]I)[CH3:2].[CH2:5](OCC)[CH3:6].[CH3:10][O:11][C:12]1[CH:29]=[CH:28][C:27]2[C@@H:26]3[C@H:17]([C@H:18]4[C@@:22]([CH2:24][CH2:25]3)([CH3:23])[C:21](=[O:30])[CH:20]=C4C)[CH2:16][CH2:15][C:14]=2[CH:13]=1.[Cl-].[NH4+].N>O1CCCC1.[Cu]I>[CH2:5]([C@@:1]1([CH3:2])[C@H:18]2[C@H:17]3[C@H:26]([CH2:25][CH2:24][C@:22]2([CH3:23])[C:21](=[O:30])[CH2:20]1)[C:27]1[CH:28]=[CH:29][C:12]([O:11][CH3:10])=[CH:13][C:14]=1[CH2:15][CH2:16]3)[CH3:6] |f:3.4|. The solvent is O1CCCC1 (tetrahydrofuran). Reactants: COC1=CC=2CC[C@H]3[C@@H]4C(=CC([C@@]4(C)CC[C@@H]3C2C=C1)=O)C (3-Methoxy-15-methylestra-1,3,5(10),15,tetraen-17-one), C(C)[Mg]I (ethylmagnesium iodide), C(C)OCC (diethyl ether), [Cl-].[NH4+] (ammonium chloride), N (ammonia). Run at time 5 minute. Reagents/catalysts: [Cu]I (copper (I) iodide). Procedure details: A solution of ethylmagnesium iodide (2.5 mmol) in dry diethyl ether (2 ml) [prepared at 20° C. from magnesium (60 mg; 2.5 mmol) and ethyl iodide (0.2 ml; 2.5 mmol) ] was cooled to 0° C., copper (I) iodide (47 mg; 0.25 mmol) was added, and the mixture was stirred for 5 min. A solution of the 15-methyl-Δ15 -17-ketone (3) (148 mg; 0.5 mmol) in dry tetrahydrofuran (2 ml) was added. The reaction mixture was stirred at 20° C. for 15 min. Saturated aqueous ammonium chloride and aqueous ammonia were add... Product: C(C)[C@@]1(CC([C@]2(C)[C@@H]1[C@@H]1CCC=3C=C(C=CC3[C@H]1CC2)OC)=O)C (15β-Ethyl-3-methoxy-15α-methylestra-1,3,5 (10)-trien-17-one). Isolated yield 82.7%.